describe an organic reaction: reactants, conditions, products, and yield From a dataset of the Open Reaction Database (ORD), a public repository of structured organic reaction records. Reactants: ClC1=NC2=CC=C(C=C2C=C1C(=O)O)Cl (2,6-dichloroquinoline-3-carboxylic acid), NC(C(=O)O)CC=1N=CN(C1)CC1=CC(=C(C=C1)[N+](=O)[O-])C (2-amino-3-[1-(3-methyl-4-nitro-benzyl)-1H-imidazol-4-yl]-propionic acid). Product: C(=O)(O)C(CC=1N=CN(C1)CC1=CC(=C(C=C1)[N+](=O)[O-])C)NC1=NC2=CC=C(C=C2C=C1C(=O)O)Cl (2-{1-Carboxy-2-[1-(3-methyl-4-nitro-benzyl)-1H-imidazol-4-yl]-ethylamino}-6-chloro-quinoline-3-carboxylic acid). As a reaction SMILES: Cl[C:2]1[C:11]([C:12]([OH:14])=[O:13])=[CH:10][C:9]2[C:4](=[CH:5][CH:6]=[C:7]([Cl:15])[CH:8]=2)[N:3]=1.[NH2:16][CH:17]([CH2:21][C:22]1[N:23]=[CH:24][N:25]([CH2:27][C:28]2[CH:33]=[CH:32][C:31]([N+:34]([O-:36])=[O:35])=[C:30]([CH3:37])[CH:29]=2)[CH:26]=1)[C:18]([OH:20])=[O:19]>>[C:18]([CH:17]([NH:16][C:2]1[C:11]([C:12]([OH:14])=[O:13])=[CH:10][C:9]2[C:4](=[CH:5][CH:6]=[C:7]([Cl:15])[CH:8]=2)[N:3]=1)[CH2:21][C:22]1[N:23]=[CH:24][N:25]([CH2:27][C:28]2[CH:33]=[CH:32][C:31]([N+:34]([O-:36])=[O:35])=[C:30]([CH3:37])[CH:29]=2)[CH:26]=1)([OH:20])=[O:19]. Procedure details: In close analogy to the procedure described in Example 32, 2,6-dichloroquinoline-3-carboxylic acid is reacted with 2-amino-3-[1-(3-methyl-4-nitro-benzyl)-1H-imidazol-4-yl]-propionic acid to provide the title compound in good yield. LCMS m/z 510 (M+1). Starting materials: C(C)(=O)OC1=CC=C(C=C1)C(CC=C)OC(C)=O ((rac)-acetic acid 1-(4-acetoxyphenyl)-3-butenyl ester). The reagents and catalysts are O=[Pt]=O (PtO2). The solvent is CCO (EtOH). Product: crude product, C(C)(=O)OC(CCC)C1=CC=C(C=C1)OC(C)=O ((rac)-acetic acid 4-(1-acetoxy-butyl)-phenyl ester). As a reaction SMILES: [C:1]([O:4][C:5]1[CH:10]=[CH:9][C:8]([CH:11]([O:15][C:16](=[O:18])[CH3:17])[CH2:12][CH:13]=[CH2:14])=[CH:7][CH:6]=1)(=[O:3])[CH3:2]>CCO.O=[Pt]=O>[C:16]([O:15][CH:11]([C:8]1[CH:7]=[CH:6][C:5]([O:4][C:1](=[O:3])[CH3:2])=[CH:10][CH:9]=1)[CH2:12][CH2:13][CH3:14])(=[O:18])[CH3:17]. Procedure: 1.0 g (4 mmol) diacetate 9 is dissolved in 19 ml EtOH and hydrogenated over 50 mg PtO2. The catalyst is removed by filtration over Celite and the solvent is evaporated. Flash chromatography of the crude product gave 0.92 g (91% by weight) of compound 15 in the form of a yellowish oil having the following 1H NMR (CDCl3) values: 0.92 g (t, J=7.0, CH3); 1.15-1.45 (m, 2H, CH2); 1.62-2.00 (m, 2H, CH2); 2.05 (s, CH3); 2.30 (s, CH3); 5.74 (t, J=7.0, CH ); 7.06 J=9.0, 2 aromatic H); 7.34 (d, J=9.0, 2 ar... Reactants: [BH3-]C#N, O=C([O-])O, CO, CC(=O)O, O=CCC1CC1C1CCN(c2ncc(Cl)cn2)CC1, [Na+], [Na+], Nc1cnc(-n2cnnn2)nc1. The product is Clc1cnc(N2CCC(C3CC3CCNc3cnc(-n4cnnn4)nc3)CC2)nc1. Reaction SMILES: [C:32]([BH3-:33])#[N:34].[C:36](=[O:37])([OH:38])[O-:39].[CH3:41][OH:42].[CH3:43][C:44](=[O:45])[OH:46].[Cl:1][c:2]1[cH:3][n:4][c:5]([N:8]2[CH2:9][CH2:10][CH:11]([CH:14]3[CH:15]([CH2:17][CH:18]=[O:19])[CH2:16]3)[CH2:12][CH2:13]2)[n:6][cH:7]1.[Na+:35].[Na+:40].[n:20]1(-[c:25]2[n:26][cH:27][c:28]([NH2:31])[cH:29][n:30]2)[n:21][n:22][n:23][cH:24]1>>[Cl:1][c:2]1[cH:3][n:4][c:5]([N:8]2[CH2:9][CH2:10][CH:11]([CH:14]3[CH:15]([CH2:17][CH2:18][NH:31][c:28]4[cH:27][n:26][c:25](-[n:20]5[n:21][n:22][n:23][cH:24]5)[n:30][cH:29]4)[CH2:16]3)[CH2:12][CH2:13]2)[n:6][cH:7]1. The reactants are CN(C)C=O, [K+], NOS(=O)(=O)O, [OH-], O, c1ccc(COc2ccc3[nH]ccc3c2)cc1. Yields the product Nn1ccc2cc(OCc3ccccc3)ccc21. RXN SMILES: [CH3:27][N:28]([CH3:29])[CH:30]=[O:31].[K+:19].[NH2:20][O:21][S:22]([OH:23])(=[O:24])=[O:25].[OH-:18].[OH2:26].[c:1]1([CH2:7][O:8][c:9]2[cH:10][c:11]3[cH:12][cH:13][nH:14][c:15]3[cH:16][cH:17]2)[cH:2][cH:3][cH:4][cH:5][cH:6]1>>[c:1]1([CH2:7][O:8][c:9]2[cH:10][c:11]3[cH:12][cH:13][n:14]([NH2:20])[c:15]3[cH:16][cH:17]2)[cH:2][cH:3][cH:4][cH:5][cH:6]1. Reactants: N#Cc1ccc(F)cc1F, [Li+], [Li+], O=C([O-])[O-], CC1NCCC1C(C)(C)O. Reaction SMILES: [F:1][c:2]1[c:3]([C:4]#[N:5])[cH:6][cH:7][c:8]([F:10])[cH:9]1.[Li+:21].[Li+:22].[O-:23][C:24](=[O:25])[O-:26].[OH:11][C:12]([CH3:13])([CH3:14])[CH:15]1[CH:16]([CH3:20])[NH:17][CH2:18][CH2:19]1>>[F:1][c:2]1[c:3]([C:4]#[N:5])[cH:6][cH:7][c:8]([N:17]2[CH:16]([CH3:20])[CH:15]([C:12]([OH:11])([CH3:13])[CH3:14])[CH2:19][CH2:18]2)[cH:9]1. The product is CC1C(C(C)(C)O)CCN1c1ccc(C#N)c(F)c1. Reactants: CC(=O)O, Cc1ccccc1NN, Cl, O, O=C(C(=O)c1ccccc1)c1ccccc1. The product is Cc1ccccc1NN=C(C(=O)c1ccccc1)c1ccccc1. RXN SMILES: [CH3:28][C:29](=[O:30])[OH:31].[CH3:2][c:3]1[c:4]([NH:9][NH2:10])[cH:5][cH:6][cH:7][cH:8]1.[ClH:1].[OH2:27].[c:11]1([C:17]([C:18](=[O:19])[c:20]2[cH:21][cH:22][cH:23][cH:24][cH:25]2)=[O:26])[cH:12][cH:13][cH:14][cH:15][cH:16]1>>[CH3:2][c:3]1[c:4]([NH:9][N:10]=[C:17]([c:11]2[cH:12][cH:13][cH:14][cH:15][cH:16]2)[C:18](=[O:19])[c:20]2[cH:21][cH:22][cH:23][cH:24][cH:25]2)[cH:5][cH:6][cH:7][cH:8]1.